This data is from the Open Reaction Database (ORD), a public repository of structured organic reaction records. The task is: describe an organic reaction: reactants, conditions, products, and yield Run at temperature 60 celsius, time 8 hour. Starting materials: C(C)OC(=O)C=1N=NN(C1)C1=C(C=CC(=C1)Cl)NS(=O)(=O)C1=CC=C(C=C1)C(C)(C)C (1-[2-(4-tert-butyl-benzenesulfonylamino)-5-chloro-phenyl]-1H-[1,2,3]triazole-4-carboxylic acid ethyl ester), [OH-].[Na+] (NaOH). Yields the product C(C)(C)(C)C1=CC=C(C=C1)S(=O)(=O)NC1=C(C=C(C=C1)Cl)N1N=NC(=C1)C(=O)O (1-[2-(4-tert-butyl-benzenesulfonylamino)-5-chloro-phenyl]-1H-[1,2,3]triazole-4-carboxylic acid). Solvent: C1CCOC1 (THF). Reaction SMILES: C([O:3][C:4]([C:6]1[N:7]=[N:8][N:9]([C:11]2[CH:16]=[C:15]([Cl:17])[CH:14]=[CH:13][C:12]=2[NH:18][S:19]([C:22]2[CH:27]=[CH:26][C:25]([C:28]([CH3:31])([CH3:30])[CH3:29])=[CH:24][CH:23]=2)(=[O:21])=[O:20])[CH:10]=1)=[O:5])C.[OH-].[Na+]>C1COCC1>[C:28]([C:25]1[CH:26]=[CH:27][C:22]([S:19]([NH:18][C:12]2[CH:13]=[CH:14][C:15]([Cl:17])=[CH:16][C:11]=2[N:9]2[CH:10]=[C:6]([C:4]([OH:5])=[O:3])[N:7]=[N:8]2)(=[O:20])=[O:21])=[CH:23][CH:24]=1)([CH3:31])([CH3:29])[CH3:30] |f:1.2|. Procedure details: A 4 mL scintillation vial was charged with 1-[2-(4-tert-butyl-benzenesulfonylamino)-5-chloro-phenyl]-1H-[1,2,3]triazole-4-carboxylic acid ethyl ester (synthesized according to general procedure G, 10 mg, 0.02 mmol) and 3 M NaOH (aq)/THF (1:3) (1 mL). The reaction was heated to 60° C. and stirred overnight. The following day, the volatiles were removed in vacuo and the residue was purified by preparative TLC to afford 1-[2-(4-tert-butyl-benzenesulfonylamino)-5-chloro-phenyl]-1H-[1,2,3]triazole-4-... Reactants: CCOC(=O)CCC(=NOCc1ccc(OCc2nc(-c3ccccc3)oc2C)cc1)c1ccncc1, Cl, [Na+], C1CCOC1, [OH-]. Yields the product Cc1oc(-c2ccccc2)nc1COc1ccc(CON=C(CCC(=O)O)c2ccncc2)cc1. RXN SMILES: [CH3:3][c:4]1[c:5]([CH2:15][O:16][c:17]2[cH:18][cH:19][c:20]([CH2:21][O:22][N:23]=[C:24]([CH2:25][CH2:26][C:27](=[O:28])[O:29][CH2:30][CH3:31])[c:32]3[cH:33][cH:34][n:35][cH:36][cH:37]3)[cH:38][cH:39]2)[n:6][c:7](-[c:9]2[cH:10][cH:11][cH:12][cH:13][cH:14]2)[o:8]1.[ClH:40].[Na+:2].[O:41]1[CH2:42][CH2:43][CH2:44][CH2:45]1.[OH-:1]>>[CH3:3][c:4]1[c:5]([CH2:15][O:16][c:17]2[cH:18][cH:19][c:20]([CH2:21][O:22][N:23]=[C:24]([CH2:25][CH2:26][C:27](=[O:28])[OH:29])[c:32]3[cH:33][cH:34][n:35][cH:36][cH:37]3)[cH:38][cH:39]2)[n:6][c:7](-[c:9]2[cH:10][cH:11][cH:12][cH:13][cH:14]2)[o:8]1. Starting materials: ClC1=C(C=CC(=C1)Cl)C1=CC2=C(N(C3=CC=C(C=C23)C(C(=CN(C)C)C)=O)C)N(C1=O)C (3-(2,4-dichlorophenyl)-6-(3-dimethylamino-2-methylacryloyl)-1,9-dimethyl-1,9-dihydropyrido[2,3-b]indol-2-one), O.NN (hydrazine hydrate). The product is ClC1=C(C=CC(=C1)Cl)C1=CC2=C(N(C3=CC=C(C=C23)C=2NN=CC2C)C)N(C1=O)C (3-(2,4-Dichlorophenyl)-1,9-dimethyl-6-(4-methyl-2H-pyrazol-3-yl)-1,9-dihydropyrido[2,3-b]indol-2-one). Reaction SMILES: [Cl:1][C:2]1[CH:7]=[C:6]([Cl:8])[CH:5]=[CH:4][C:3]=1[C:9]1[C:30](=[O:31])[N:29]([CH3:32])[C:12]2[N:13]([CH3:28])[C:14]3[C:19]([C:11]=2[CH:10]=1)=[CH:18][C:17]([C:20](=O)[C:21]([CH3:26])=[CH:22][N:23](C)C)=[CH:16][CH:15]=3.O.[NH2:34]N>>[Cl:1][C:2]1[CH:7]=[C:6]([Cl:8])[CH:5]=[CH:4][C:3]=1[C:9]1[C:30](=[O:31])[N:29]([CH3:32])[C:12]2[N:13]([CH3:28])[C:14]3[C:19]([C:11]=2[CH:10]=1)=[CH:18][C:17]([C:20]1[NH:34][N:23]=[CH:22][C:21]=1[CH3:26])=[CH:16][CH:15]=3 |f:1.2|. Procedure: The process is carried out as indicated in Example 40 above, using 3-(2,4-dichlorophenyl)-6-(3-dimethylamino-2-methylacryloyl)-1,9-dimethyl-1,9-dihydropyrido[2,3-b]indol-2-one from preparation 1.13 above and hydrazine hydrate. Starting materials: O=C([O-])O, O=C(Cl)C1CC1, ClCCl, [Na+], c1ccc(C2SC3(CCNCC3)c3ccccc32)cc1. The product is O=C(C1CC1)N1CCC2(CC1)SC(c1ccccc1)c1ccccc12. RXN SMILES: [C:27](=[O:28])([OH:29])[O-:30].[CH:21]1([C:24](=[O:25])[Cl:26])[CH2:22][CH2:23]1.[Cl:32][CH2:33][Cl:34].[Na+:31].[c:1]1([CH:7]2[c:8]3[c:9]([cH:17][cH:18][cH:19][cH:20]3)[C:10]3([S:11]2)[CH2:12][CH2:13][NH:14][CH2:15][CH2:16]3)[cH:2][cH:3][cH:4][cH:5][cH:6]1>>[c:1]1([CH:7]2[c:8]3[c:9]([cH:17][cH:18][cH:19][cH:20]3)[C:10]3([S:11]2)[CH2:12][CH2:13][N:14]([C:24]([CH:21]2[CH2:22][CH2:23]2)=[O:25])[CH2:15][CH2:16]3)[cH:2][cH:3][cH:4][cH:5][cH:6]1. Starting materials: O[C@H]1CC(NC1)=O ((4S)-4-hydroxy-2-oxopyrrolidine), C(C)(=S)O (thioacetic acid), C1(=CC=CC=C1)P(C1=CC=CC=C1)C1=CC=CC=C1 (triphenylphosphine), N(=NC(=O)OCC)C(=O)OCC (diethyl azodicarboxylate). The solvent is O1CCCC1 (tetrahydrofuran). Conditions: temperature -30 celsius, time 30 minute. Product: C(C)(=O)S[C@@H]1CC(NC1)=O ((4R)-4-Acetylthio-2-oxopyrrolidine). As a reaction SMILES: O[C@@H:2]1[CH2:6][NH:5][C:4](=[O:7])[CH2:3]1.C1(P(C2C=CC=CC=2)C2C=CC=CC=2)C=CC=CC=1.N(C(OCC)=O)=NC(OCC)=O.[C:39]([OH:42])(=[S:41])[CH3:40]>O1CCCC1>[C:39]([S:41][C@H:2]1[CH2:6][NH:5][C:4](=[O:7])[CH2:3]1)(=[O:42])[CH3:40]. Procedure: 380 mg of (4S)-4-hydroxy-2-oxopyrrolidine were suspended in 21 ml of anhydrous tetrahydrofuran, and 1.18 g of triphenylphosphine were added to the suspension at room temperature. 783 mg of diethyl azodicarboxylate were then added dropwise to the solution, whilst maintaining a temperature of -30° C. The mixture was then gradually heated to 4° C., after which the mixture was stirred at the same temperature for 30 minutes to produce a homogeneous mixture. At the end of this time, the reaction mixtu... Reactants: CN(C)C=O, Fc1cccc(CBr)c1, [H-], O=C(Nc1ccc(OCCN2CCCC2)cc1)C1CCCCC1, [Na+], O. Product: O=C(C1CCCCC1)N(Cc1cccc(F)c1)c1ccc(OCCN2CCCC2)cc1. RXN SMILES: [CH3:36][N:37]([CH3:38])[CH:39]=[O:40].[F:26][c:27]1[cH:28][c:29]([CH2:30][Br:31])[cH:32][cH:33][cH:34]1.[H-:24].[N:1]1([CH2:6][CH2:7][O:8][c:9]2[cH:10][cH:11][c:12]([NH:15][C:16](=[O:17])[CH:18]3[CH2:19][CH2:20][CH2:21][CH2:22][CH2:23]3)[cH:13][cH:14]2)[CH2:2][CH2:3][CH2:4][CH2:5]1.[Na+:25].[OH2:35]>>[N:1]1([CH2:6][CH2:7][O:8][c:9]2[cH:10][cH:11][c:12]([N:15]([C:16](=[O:17])[CH:18]3[CH2:19][CH2:20][CH2:21][CH2:22][CH2:23]3)[CH2:30][c:29]3[cH:28][c:27]([F:26])[cH:34][cH:33][cH:32]3)[cH:13][cH:14]2)[CH2:2][CH2:3][CH2:4][CH2:5]1. Reactants: N1CCC(CC1)C1OC2=C(CN3C1=CC=C3)C=CC=C2 (11-(piperidin-4-yl)-5H,11H-pyrrolo[2,1-c][1,4]benzoxazepine), CC1=C(CCl)C(=CC(=C1)C)C (2,4,6-trimethylbenzyl chloride), C(=O)([O-])[O-].[K+].[K+] (K2CO3). Run in CN(C)C=O (DMF). The product is CC1=C(CN2CCC(CC2)C2OC3=C(CN4C2=CC=C4)C=CC=C3)C(=CC(=C1)C)C (11-[1-(2,4,6-Trimethylbenzyl)piperidin-4-yl]-5H,11H-pyrrolo[2,1-c][1,4]benzoxazepine). Reaction SMILES: [NH:1]1[CH2:6][CH2:5][CH:4]([CH:7]2[C:13]3=[CH:14][CH:15]=[CH:16][N:12]3[CH2:11][C:10]3[CH:17]=[CH:18][CH:19]=[CH:20][C:9]=3[O:8]2)[CH2:3][CH2:2]1.[CH3:21][C:22]1[CH:29]=[C:28]([CH3:30])[CH:27]=[C:26]([CH3:31])[C:23]=1[CH2:24]Cl.C([O-])([O-])=O.[K+].[K+]>CN(C=O)C>[CH3:21][C:22]1[CH:29]=[C:28]([CH3:30])[CH:27]=[C:26]([CH3:31])[C:23]=1[CH2:24][N:1]1[CH2:2][CH2:3][CH:4]([CH:7]2[C:13]3=[CH:14][CH:15]=[CH:16][N:12]3[CH2:11][C:10]3[CH:17]=[CH:18][CH:19]=[CH:20][C:9]=3[O:8]2)[CH2:5][CH2:6]1 |f:2.3.4|. Procedure: To 60 ml DMF, was added 11-(piperidin-4-yl)-5H,11H-pyrrolo[2,1-c][1,4]benzoxazepine (5.0 g, 0.0186 mole), 2,4,6-trimethylbenzyl chloride (4.2 g, 0.025 mole), milled K2CO3 (15 g, 0.1 mole) and KI (0.01 g).